Dataset: the Open Reaction Database (ORD), a public repository of structured organic reaction records. Task: describe an organic reaction: reactants, conditions, products, and yield The reactants are ClCC1=CC=C(C(=N1)CC(C)(C)C)C1=C(C=CC(=C1)OC)F (6-(chloromethyl)-2-(2,2-dimethylpropyl)-3-(2-fluoro-5-methoxyphenyl)pyridine), OC=1C=C(C=C(C1)C)CCC(=O)OCC (ethyl 3-(3-hydroxy-5-methylphenyl)propanoate), C([O-])([O-])=O.[Cs+].[Cs+] (cesium carbonate). Run in C(C)#N (acetonitrile). Yields the product CC(CC1=C(C=CC(=N1)COC=1C=C(C=C(C1)C)CCC(=O)OCC)C1=C(C=CC(=C1)OC)F)(C)C (ethyl 3-(3-((6-(2,2-dimethylpropyl)-5-(2-fluoro-5-methoxyphenyl)pyridin-2-yl)methoxy)-5-methylphenyl)propanoate). Isolated yield 81.5%. Reaction SMILES: Cl[CH2:2][C:3]1[N:8]=[C:7]([CH2:9][C:10]([CH3:13])([CH3:12])[CH3:11])[C:6]([C:14]2[CH:19]=[C:18]([O:20][CH3:21])[CH:17]=[CH:16][C:15]=2[F:22])=[CH:5][CH:4]=1.[OH:23][C:24]1[CH:25]=[C:26]([CH2:31][CH2:32][C:33]([O:35][CH2:36][CH3:37])=[O:34])[CH:27]=[C:28]([CH3:30])[CH:29]=1.C(=O)([O-])[O-].[Cs+].[Cs+]>C(#N)C>[CH3:11][C:10]([CH3:13])([CH3:12])[CH2:9][C:7]1[N:8]=[C:3]([CH2:2][O:23][C:24]2[CH:25]=[C:26]([CH2:31][CH2:32][C:33]([O:35][CH2:36][CH3:37])=[O:34])[CH:27]=[C:28]([CH3:30])[CH:29]=2)[CH:4]=[CH:5][C:6]=1[C:14]1[CH:19]=[C:18]([O:20][CH3:21])[CH:17]=[CH:16][C:15]=1[F:22] |f:2.3.4|. Procedure details: To a solution of 6-(chloromethyl)-2-(2,2-dimethylpropyl)-3-(2-fluoro-5-methoxyphenyl)pyridine (320 mg) in acetonitrile (10 mL) were added ethyl 3-(3-hydroxy-5-methylphenyl)propanoate (260 mg) and cesium carbonate (546 mg), and the mixture was heated under reflux for 15 hr. The reaction mixture was concentrated, and water was added to the residue. The reaction mixture was extracted with ethyl acetate, and the extract was washed with saturated brine, and dried over anhydrous sodium sulfate, and th... The reactants are CC1=C(N=C(O1)C1=CC=CC=C1)COC1=CC2=C(C=C(O2)/C=C/C(=O)OCC)C=C1 ((E)-ethyl 3-[6-(5-methyl-2-phenyl-4-oxazolylmethoxy)-2-benzofuranyl]acrylate). The product is CC1=C(N=C(O1)C1=CC=CC=C1)COC1=CC2=C(C=C(O2)CCCO)C=C1 (3-[6-(5-methyl-2-phenyl-4-oxazolylmethoxy)-2-benzofuranyl]propanol). Procedure details: To a solution of (E)-ethyl 3-[6-(5-methyl-2-phenyl-4-oxazolylmethoxy)-2-benzofuranyl]acrylate (1.30 g) in tetrahydrofuran (50 ml), palladium-carbon (5%, 0.70 g) was added, followed by catalytic reduction at room temperature and under an atmospheric pressure of 1 atm. After the catalyst was filtered off, sodium borohydride (0.61 g) was added to the filtrate, followed by dropwise addition of methanol (10 ml) under refluxing conditions. After heating under refluxing conditions for 1 hour, the react... RXN SMILES: [CH3:1][C:2]1[O:6][C:5]([C:7]2[CH:12]=[CH:11][CH:10]=[CH:9][CH:8]=2)=[N:4][C:3]=1[CH2:13][O:14][C:15]1[CH:30]=[CH:29][C:18]2[CH:19]=[C:20](/[CH:22]=[CH:23]/[C:24](OCC)=[O:25])[O:21][C:17]=2[CH:16]=1>O1CCCC1.[C].[Pd]>[CH3:1][C:2]1[O:6][C:5]([C:7]2[CH:8]=[CH:9][CH:10]=[CH:11][CH:12]=2)=[N:4][C:3]=1[CH2:13][O:14][C:15]1[CH:30]=[CH:29][C:18]2[CH:19]=[C:20]([CH2:22][CH2:23][CH2:24][OH:25])[O:21][C:17]=2[CH:16]=1 |f:2.3|. Reagents/catalysts: [C].[Pd] (palladium-carbon). The solvent is O1CCCC1 (tetrahydrofuran). The reactants are ClCCl, CCN(C(C)C)C(C)C, CC[Si](CC)(CC)OS(=O)(=O)C(F)(F)F, CC(O)CNC(C)(C)CC(=O)NC1CCc2ccccc2NC1=O. The product is CC[Si](CC)(CC)OC(C)CNC(C)(C)CC(=O)NC1CCc2ccccc2NC1=O. RXN SMILES: [CH2:49]([Cl:50])[Cl:51].[CH:25]([N:26]([CH2:27][CH3:28])[CH:29]([CH3:30])[CH3:31])([CH3:32])[CH3:33].[F:34][C:35]([F:36])([F:37])[S:38]([O:39][Si:40]([CH2:41][CH3:42])([CH2:43][CH3:44])[CH2:45][CH3:46])(=[O:47])=[O:48].[OH:1][CH:2]([CH2:3][NH:4][C:5]([CH2:6][C:7](=[O:8])[NH:9][CH:10]1[C:11](=[O:21])[NH:12][c:13]2[c:14]([cH:17][cH:18][cH:19][cH:20]2)[CH2:15][CH2:16]1)([CH3:22])[CH3:23])[CH3:24]>>[O:1]([CH:2]([CH2:3][NH:4][C:5]([CH2:6][C:7](=[O:8])[NH:9][CH:10]1[C:11](=[O:21])[NH:12][c:13]2[c:14]([cH:17][cH:18][cH:19][cH:20]2)[CH2:15][CH2:16]1)([CH3:22])[CH3:23])[CH3:24])[Si:40]([CH2:41][CH3:42])([CH2:43][CH3:44])[CH2:45][CH3:46]. Starting materials: O=C([O-])[O-], CC(C)CBr, CN(C)C=O, COC(=O)c1cc(-c2ccc(C)c(F)c2)n[nH]c1=O, [K+], [K+], [Na+], O=C([O-])O. The product is COC(=O)c1cc(-c2ccc(C)c(F)c2)nn(CC(C)C)c1=O. RXN SMILES: [C:20](=[O:21])([O-:22])[O-:23].[CH2:26]([CH:27]([CH3:28])[CH3:29])[Br:30].[CH3:36][N:37]([CH3:38])[CH:39]=[O:40].[F:1][c:2]1[cH:3][c:4](-[c:9]2[cH:10][c:11]([C:16](=[O:17])[O:18][CH3:19])[c:12](=[O:15])[nH:13][n:14]2)[cH:5][cH:6][c:7]1[CH3:8].[K+:24].[K+:25].[Na+:31].[OH:32][C:33](=[O:34])[O-:35]>>[F:1][c:2]1[cH:3][c:4](-[c:9]2[cH:10][c:11]([C:16](=[O:17])[O:18][CH3:19])[c:12](=[O:15])[n:13]([CH2:26][CH:27]([CH3:28])[CH3:29])[n:14]2)[cH:5][cH:6][c:7]1[CH3:8]. Starting materials: C1(CCCCC1)N(C)C1=CC=C(C=C1)[C@H]1CN(CCO1)[C@H](C)C1=CC=CC=C1 ((S)-2-(4-(N-cyclohexyl-N-methylamino)phenyl)-4-((R)-1-phenylethyl)morpholine), [H][H] (hydrogen). Reagents/catalysts: [Pd] (palladium on carbon). Solvent: C(C)O (ethanol). Run at temperature 50 celsius, time 10 hour. Yields the product C1(CCCCC1)N(C)C1=CC=C(C=C1)[C@H]1CNCCO1 ((2S)-2-(4-(N-cyclohexyl-N-methylamino)phenyl)morpholine). The yield is 94.6%. RXN SMILES: [CH:1]1([N:7]([C:9]2[CH:14]=[CH:13][C:12]([C@@H:15]3[O:20][CH2:19][CH2:18][N:17]([C@@H](C4C=CC=CC=4)C)[CH2:16]3)=[CH:11][CH:10]=2)[CH3:8])[CH2:6][CH2:5][CH2:4][CH2:3][CH2:2]1.[H][H]>[Pd].C(O)C>[CH:1]1([N:7]([C:9]2[CH:14]=[CH:13][C:12]([C@@H:15]3[O:20][CH2:19][CH2:18][NH:17][CH2:16]3)=[CH:11][CH:10]=2)[CH3:8])[CH2:2][CH2:3][CH2:4][CH2:5][CH2:6]1. Procedure: A 300-ml flask containing a solution of (S)-2-(4-(N-cyclohexyl-N-methylamino)phenyl)-4-((R)-1-phenylethyl)morpholine (7.27 g, 19.07 mmol) and 10% palladium on carbon (3.0 g) in ethanol (30 ml) was charged with hydrogen. The reaction mixture was stirred vigorously at 50° C. for 10 hours. The catalyst was filtered off with a Celite pad, and the filtrate was concentrated under reduced pressure to yield (2S)-2-(4-(N-cyclohexyl-N-methylamino)phenyl)morpholine (4.95 g, 95%) as a clear oil. Reactants: COC(CN)OC (2,2-dimethoxyethanamine), C(C)(C)N(C(C)C)CC (N,N-diisopropylethylamine), C(=O)(O)[O-].[Na+] (NaHCO3), COC1=CC=C(C=C1)CN ((4-methoxyphenyl)methanamine), ClC(C(=O)OCC)=O (ethyl 2-chloro-2-oxoacetate). The solvent is CCOC(=O)C (EtOAc), C1CCOC1 (THF). Yields the product COC(CNC(C(=O)NCC1=CC=C(C=C1)OC)=O)OC (N1-(2,2-dimethoxyethyl)-N2-(4-methoxybenzyl)oxalamide). Yield: 35.0%. Reaction SMILES: [CH3:1][O:2][C:3]1[CH:8]=[CH:7][C:6]([CH2:9][NH2:10])=[CH:5][CH:4]=1.Cl[C:12](=[O:18])[C:13](OCC)=[O:14].[CH3:19][O:20][CH:21]([O:24][CH3:25])[CH2:22][NH2:23].C(N(CC)C(C)C)(C)C.C([O-])(O)=O.[Na+]>C1COCC1.CCOC(C)=O>[CH3:19][O:20][CH:21]([O:24][CH3:25])[CH2:22][NH:23][C:12](=[O:18])[C:13]([NH:10][CH2:9][C:6]1[CH:7]=[CH:8][C:3]([O:2][CH3:1])=[CH:4][CH:5]=1)=[O:14] |f:4.5|. Procedure details: To a mixture of (4-methoxyphenyl)methanamine (9.90 g, 72.2 mmol) in THF (40 mL) was slowly added ethyl 2-chloro-2-oxoacetate (10.84 g, 79 mmol). After stirring the reaction at RT for 15 min, a solution of 2,2-dimethoxyethanamine (9.10 g, 87 mmol) and N,N-diisopropylethylamine (37.8 mL, 217 mmol) in EtOAc (40.0 mL) was added. The reaction was heated at reflux for 18 hours; whereupon, after cooling to RT, saturated NaHCO3 (50 ml) was added and the mixture extracted with EtOAc (50 ml). The EtOAc la...